Task: describe an organic reaction: reactants, conditions, products, and yield. Dataset: the Open Reaction Database (ORD), a public repository of structured organic reaction records Starting materials: BrC1=CC(=C(C=C1)S)C(CC(C)(O)C)(C)C (4-bromo-2-(1,1,3-trimethyl-3-hydroxybutyl) thiophenol), BrC1=CC(=C(C=C1)S)C(CC(C)(O)C)(C)C (4-bromo-2-(1,1,3-trimethyl-3-hydroxybutyl) thiophenol), OS(=O)(=O)O (H2SO4). The product is CC1(SC2=CC=C(C=C2C(C1)(C)C)Br)C (2,2,4,4-Tetramethyl-6-bromothiochroman). RXN SMILES: [Br:1][C:2]1[CH:7]=[CH:6][C:5]([SH:8])=[C:4]([C:9]([CH3:16])([CH3:15])[CH2:10][C:11]([CH3:14])(O)[CH3:12])[CH:3]=1.OS(O)(=O)=O>>[CH3:12][C:11]1([CH3:14])[CH2:10][C:9]([CH3:16])([CH3:15])[C:4]2[C:5](=[CH:6][CH:7]=[C:2]([Br:1])[CH:3]=2)[S:8]1. Reported procedure: A mixture of 500 mg (1.49 mmol) of 4-bromo-2-(1,1,3-trimethyl-3-hydroxybutyl) thiophenol (Compound 71) and 8 ml of 20 percent aqueous H2SO4 was heated at reflux for 24 h. The mixture was extracted with hexanes the organic extracts were combined and washed successively with water, saturated NaHCO3, water again, saturated NaCl and then dried (MgSO4). The solvent was removed in vacuo and the residue purified by flash chromatography (silica; hexanes) to give the title compound as a colorless oil. PM...